From a dataset of the Open Reaction Database (ORD), a public repository of structured organic reaction records. describe an organic reaction: reactants, conditions, products, and yield Yield: 75.4%. Reactants: COC1=C(OCCN=[N+]=[N-])C=C(C(=C1)F)F (2-(2-methoxy-4,5-difluoro-phenoxy)-ethylazide), C1(=CC=CC=C1)P(C1=CC=CC=C1)C1=CC=CC=C1 (triphenylphosphine), O (water). Reported procedure: A solution of 2-(2-methoxy-4,5-difluoro-phenoxy)-ethylazide (0.69 g, 3.46 mmol) and triphenylphosphine (1.27 g, 4.84 mmol) in tetrahydrofuran (15 ml) containing water (0.08 ml) was stirred at room temperature overnight. The solvent was removed under vacuum. Chromatography with ethyl acetate removed triphenylphosphine oxide, followed elution with ethyl acetate-methanol-ammonium hydroxide 8.5:1.5:0.5, afforded 0.53 g of product as a white solid: mp 44-46° C.; MS EI m/e 203 (M+). The solvent is O1CCCC1 (tetrahydrofuran). Yields the product COC1=C(OCCN)C=C(C(=C1)F)F (2-(2-Methoxy-4,5-difluoro-phenoxy)-ethylamine). Reaction conditions: time 8 hour. As a reaction SMILES: [CH3:1][O:2][C:3]1[CH:14]=[C:13]([F:15])[C:12]([F:16])=[CH:11][C:4]=1[O:5][CH2:6][CH2:7][N:8]=[N+]=[N-].C1(P(C2C=CC=CC=2)C2C=CC=CC=2)C=CC=CC=1.O>O1CCCC1>[CH3:1][O:2][C:3]1[CH:14]=[C:13]([F:15])[C:12]([F:16])=[CH:11][C:4]=1[O:5][CH2:6][CH2:7][NH2:8]. The reactants are COC(C1=C(C=CC(=C1)C=1N=C(SC1)C)Cl)=O (2-chloro-5-(2-methyl-thiazol-4-yl)-benzoic acid methyl ester), [OH-].[Na+] (sodium hydroxide). The solvent is C(C)(C)(C)O (tert-butanol). Run at time 3 day. The product is ClC1=C(C(=O)O)C=C(C=C1)C=1N=C(SC1)C (2-Chloro-5-(2-methyl-thiazol-4-yl)-benzoic acid). Isolated yield 69.0%. Reaction SMILES: C[O:2][C:3](=[O:17])[C:4]1[CH:9]=[C:8]([C:10]2[N:11]=[C:12]([CH3:15])[S:13][CH:14]=2)[CH:7]=[CH:6][C:5]=1[Cl:16].[OH-].[Na+]>C(O)(C)(C)C>[Cl:16][C:5]1[CH:6]=[CH:7][C:8]([C:10]2[N:11]=[C:12]([CH3:15])[S:13][CH:14]=2)=[CH:9][C:4]=1[C:3]([OH:17])=[O:2] |f:1.2|. Reported procedure: A mixture of 2-chloro-5-(2-methyl-thiazol-4-yl)-benzoic acid methyl ester (10 mg, 0.04 mmol) and sodium hydroxide (80 μL, 1M aqueous, 0.08 mmol) in tert-butanol (1 mL) was stirred at room temperature for 3 d. The mixture was concentrated to dryness in vacuo, dissolved in water (5 mL), acidified to pH6 (1M HCl) and extracted with ethyl acetate. The combined organic layers were washed with water, and brine, dried over sodium sulfate, filtered and concentrated in vacuo to afford the title compound ...